From a dataset of the Open Reaction Database (ORD), a public repository of structured organic reaction records. describe an organic reaction: reactants, conditions, products, and yield The reactants are C(C)OC(=O)CC(C(=O)OCC1=CC=CC=C1)(C(=O)OCC1=CC=CC=C1)CC1=CC=C(C=C1)OCCC=1N=C(OC1C)C1=CC=CC=C1 (Dibenzyl 2-ethoxycarbonylmethyl-2-[4-[2-(5-methyl-2-phenyl-4-oxazolyl)ethoxy]benzyl]malonate). The reagents and catalysts are [C].[Pd] (palladium carbon). Solvent: CO (methanol), O1CCCC1 (tetrahydrofuran). Reaction conditions: time 6 hour. Product: C(C)OC(=O)CC(C(=O)O)(C(=O)O)CC1=CC=C(C=C1)OCCC=1N=C(OC1C)C1=CC=CC=C1 (2-Ethoxycarbonylmethyl-2-[4-[2-(5-methyl-2-phenyl-4-oxazolyl)ethoxy]benzyl]malonic acid). Isolated yield 97.8%. Reaction SMILES: [CH2:1]([O:3][C:4]([CH2:6][C:7]([CH2:28][C:29]1[CH:34]=[CH:33][C:32]([O:35][CH2:36][CH2:37][C:38]2[N:39]=[C:40]([C:44]3[CH:49]=[CH:48][CH:47]=[CH:46][CH:45]=3)[O:41][C:42]=2[CH3:43])=[CH:31][CH:30]=1)([C:18]([O:20]CC1C=CC=CC=1)=[O:19])[C:8]([O:10]CC1C=CC=CC=1)=[O:9])=[O:5])[CH3:2]>CO.O1CCCC1.[C].[Pd]>[CH2:1]([O:3][C:4]([CH2:6][C:7]([CH2:28][C:29]1[CH:34]=[CH:33][C:32]([O:35][CH2:36][CH2:37][C:38]2[N:39]=[C:40]([C:44]3[CH:49]=[CH:48][CH:47]=[CH:46][CH:45]=3)[O:41][C:42]=2[CH3:43])=[CH:31][CH:30]=1)([C:18]([OH:20])=[O:19])[C:8]([OH:10])=[O:9])=[O:5])[CH3:2] |f:3.4|. Procedure: Dibenzyl 2-ethoxycarbonylmethyl-2-[4-[2-(5-methyl-2-phenyl-4-oxazolyl)ethoxy]benzyl]malonate (29.5 g, 44.6 mmol) obtained in Example 9 was dissolved in methanol (150 ml) and tetrahydrofuran (150 ml), and 5% palladium carbon (2.0 g) was added. The mixture was vigorously stirred at room temperature under a hydrogen atmosphere (3.3-3.4 atm) for 6 hr. After stirring, the catalyst was removed with celite and the solvent was evaporated to give the title compound (21.0 g, yield 98%) as an orange-yellow... Solvent: CC(=O)C (acetone). Yields the product COC=1C=C(C=CC1OC)C1CC(=CC(N1)=O)OCC(C)C (6-(3,4-dimethoxyphenyl)-4-isobutoxy-5,6-dihydropyridin-2(1H)-one). Procedure: With reference to Scheme 1, compound 4 (0.5 g, 1.3 mmol) and K2CO3 (0.5 g) was suspended in acetone (10 ml) followed by addition of TBAI (50 mg). To this mixture, isobutyl bromide (0.3 ml, 2.8 mmol) was added slowly. The reaction was refluxed for 3 h and quenched with water (50 ml). The aqueous phase was extracted with ethyl acetate (20 ml) twice. The combined organics was washed with brine and dried over sodium sulfate. Removal of the solvent gave a yellow oil residue, which was purified by chr... Reagents/catalysts: CCCC[N+](CCCC)(CCCC)CCCC.[I-] (TBAI). RXN SMILES: C(OC([NH:8][CH:9]([C:18]1[CH:23]=[CH:22][C:21]([O:24][CH3:25])=[C:20]([O:26][CH3:27])[CH:19]=1)[CH2:10][C:11](=[O:17])[CH2:12][C:13]([O:15]C)=O)=O)(C)(C)C.C([O-])([O-])=O.[K+].[K+].[CH2:34](Br)[CH:35]([CH3:37])[CH3:36]>CC(C)=O.CCCC[N+](CCCC)(CCCC)CCCC.[I-]>[CH3:27][O:26][C:20]1[CH:19]=[C:18]([CH:9]2[NH:10][C:11](=[O:17])[CH:12]=[C:13]([O:15][CH2:34][CH:35]([CH3:37])[CH3:36])[CH2:8]2)[CH:23]=[CH:22][C:21]=1[O:24][CH3:25] |f:1.2.3,6.7|. Starting materials: compound 5, yellow oil, C(C)(C)(C)OC(=O)NC(CC(CC(=O)OC)=O)C1=CC(=C(C=C1)OC)OC (Methyl 5-(tert-butoxycarbonylamino)-5-(3,4-dimethoxyphenyl)-3-oxopentanoate), C(=O)([O-])[O-].[K+].[K+] (K2CO3), C(C(C)C)Br (isobutyl bromide). The reactants are ClC(Cl)(Cl)Cl, COc1cnnc(Oc2cc(C(F)(F)F)nn2C)c1, O=P(Cl)(Cl)Cl. The product is COc1cc(Oc2cc(C(F)(F)F)nn2C)nnc1Cl. As a reaction SMILES: [C:25]([Cl:26])([Cl:27])([Cl:28])[Cl:29].[CH3:1][O:2][c:3]1[cH:4][c:5]([O:9][c:10]2[cH:11][c:12]([C:16]([F:17])([F:18])[F:19])[n:13][n:14]2[CH3:15])[n:6][n:7][cH:8]1.[P:20]([Cl:21])([Cl:22])([Cl:23])=[O:24]>>[CH3:1][O:2][c:3]1[cH:4][c:5]([O:9][c:10]2[cH:11][c:12]([C:16]([F:17])([F:18])[F:19])[n:13][n:14]2[CH3:15])[n:6][n:7][c:8]1[Cl:22].